From a dataset of the Open Reaction Database (ORD), a public repository of structured organic reaction records. describe an organic reaction: reactants, conditions, products, and yield Reactants: Cc1cccc(-c2cc([N+](=O)[O-])c3cn(C4CCCCO4)nc3c2)c1, CCOC(C)=O. Product: Cc1cccc(-c2cc(N)c3cn(C4CCCCO4)nc3c2)c1. Reaction SMILES: [CH3:1][c:2]1[cH:3][c:4](-[c:8]2[cH:9][c:10]([N+:23]([O-:24])=[O:25])[c:11]3[cH:12][n:13]([CH:17]4[O:18][CH2:19][CH2:20][CH2:21][CH2:22]4)[n:14][c:15]3[cH:16]2)[cH:5][cH:6][cH:7]1.[CH3:26][CH2:27][O:28][C:29](=[O:30])[CH3:31]>>[CH3:1][c:2]1[cH:3][c:4](-[c:8]2[cH:9][c:10]([NH2:23])[c:11]3[cH:12][n:13]([CH:17]4[O:18][CH2:19][CH2:20][CH2:21][CH2:22]4)[n:14][c:15]3[cH:16]2)[cH:5][cH:6][cH:7]1.